From a dataset of the Open Reaction Database (ORD), a public repository of structured organic reaction records. describe an organic reaction: reactants, conditions, products, and yield The reactants are NC1=C2C(=NC=N1)N(N=C2C2=CC(=C(C=C2)NCC=2OC(=CC2)C)OC)C2CCN(CC2)C(=O)OCC2=CC=CC=C2 (benzyl 4-[4-amino-3-(3-methoxy-4-{[(5-methyl-2-furyl)methyl]amino}phenyl)-1H-pyrazolo[3,4-d]pyrimidin-1-yl]-1-piperidinecarboxylate). The reagents and catalysts are [OH-].[OH-].[Pd+2] (palladium hydroxide on carbon). Run in C(C)(=O)OCC (ethyl acetate). Run at time 18 hour. Yields the product COC=1C=C(C=CC1NCC=1OC(=CC1)C)C1=NN(C2=NC=NC(=C21)N)C2CCNCC2 (3-(3-methoxy-4-{[(5-methyl-2-furyl)methyl]amino}phenyl)-1-(4-piperidyl)-1H-pyrazolo[3,4-d]pyrimidin-4-amine). The yield is 14.5%. As a reaction SMILES: [NH2:1][C:2]1[N:7]=[CH:6][N:5]=[C:4]2[N:8]([CH:27]3[CH2:32][CH2:31][N:30](C(OCC4C=CC=CC=4)=O)[CH2:29][CH2:28]3)[N:9]=[C:10]([C:11]3[CH:16]=[CH:15][C:14]([NH:17][CH2:18][C:19]4[O:20][C:21]([CH3:24])=[CH:22][CH:23]=4)=[C:13]([O:25][CH3:26])[CH:12]=3)[C:3]=12>C(OCC)(=O)C.[OH-].[OH-].[Pd+2]>[CH3:26][O:25][C:13]1[CH:12]=[C:11]([C:10]2[C:3]3[C:4](=[N:5][CH:6]=[N:7][C:2]=3[NH2:1])[N:8]([CH:27]3[CH2:32][CH2:31][NH:30][CH2:29][CH2:28]3)[N:9]=2)[CH:16]=[CH:15][C:14]=1[NH:17][CH2:18][C:19]1[O:20][C:21]([CH3:24])=[CH:22][CH:23]=1 |f:2.3.4|. Procedure details: A mixture of benzyl 4-[4-amino-3-(3-methoxy-4-{[(5-methyl-2-furyl)methyl]amino}phenyl)-1H-pyrazolo[3,4-d]pyrimidin-1-yl]-1-piperidinecarboxylate (0.18 g, 0.000317 mol) and 20% palladium hydroxide on carbon (0.02 g) in ethyl acetate (10 mL) was stirred under atmosphere of hydrogen at room temperature for 18 hours. The mixture was filtered and solvents were removed. The residue was purified by flash column chromatography on silica using 5%-10% methanol/dichloromethane (2% NH4OH) to give 3-(3-metho... Starting materials: Cc1cc(-c2ccc(C(F)(F)F)cc2)nc(-c2ccnc(-c3cccc(S(=O)(=O)NC(C)(C)C)c3)c2)c1, O=C(O)C(F)(F)F. The product is Cc1cc(-c2ccc(C(F)(F)F)cc2)nc(-c2ccnc(-c3cccc(S(N)(=O)=O)c3)c2)c1. As a reaction SMILES: [C:1]([CH3:2])([CH3:3])([CH3:4])[NH:5][S:6](=[O:7])(=[O:8])[c:9]1[cH:10][c:11](-[c:15]2[n:16][cH:17][cH:18][c:19](-[c:21]3[n:22][c:23](-[c:28]4[cH:29][cH:30][c:31]([C:34]([F:35])([F:36])[F:37])[cH:32][cH:33]4)[cH:24][c:25]([CH3:27])[cH:26]3)[cH:20]2)[cH:12][cH:13][cH:14]1.[F:38][C:39]([F:40])([F:41])[C:42]([OH:43])=[O:44]>>[NH2:5][S:6](=[O:7])(=[O:8])[c:9]1[cH:10][c:11](-[c:15]2[n:16][cH:17][cH:18][c:19](-[c:21]3[n:22][c:23](-[c:28]4[cH:29][cH:30][c:31]([C:34]([F:35])([F:36])[F:37])[cH:32][cH:33]4)[cH:24][c:25]([CH3:27])[cH:26]3)[cH:20]2)[cH:12][cH:13][cH:14]1. Reactants: [Li]CCCC, C#CCCOC(C)OCC, O=C(Cl)OCc1ccccc1, C1CCOC1. The product is CCOC(C)OCCC#CC(=O)OCc1ccccc1. As a reaction SMILES: [CH2:11]([Li:12])[CH2:13][CH2:14][CH3:15].[CH2:1]([CH3:2])[O:3][CH:4]([CH3:5])[O:6][CH2:7][CH2:8][C:9]#[CH:10].[Cl:16][C:17](=[O:18])[O:19][CH2:20][c:21]1[cH:22][cH:23][cH:24][cH:25][cH:26]1.[O:27]1[CH2:28][CH2:29][CH2:30][CH2:31]1>>[CH2:1]([CH3:2])[O:3][CH:4]([CH3:5])[O:6][CH2:7][CH2:8][C:9]#[C:10][C:17](=[O:18])[O:19][CH2:20][c:21]1[cH:22][cH:23][cH:24][cH:25][cH:26]1. Reactants: FC1=CC=C(C#N)C=C1 (4-fluorobenzonitrile), C(C)(=O)OCC (ethyl acetate), Cl (hydrochloric acid), Br[Zn]CC(=O)OCC (BrZnCH2COOEt). Run in C1CCOC1 (THF), C1CCOC1 (THF), C1CCOC1 (THF). Product: FC1=CC=C(C=C1)C(CC(=O)OCC)=O (ethyl 3-(4-fluorophenyl)-3-oxopropanoate). The yield is 93.0%. Reaction SMILES: Br[Zn][CH2:3][C:4]([O:6][CH2:7][CH3:8])=[O:5].[F:9][C:10]1[CH:17]=[CH:16][C:13]([C:14]#N)=[CH:12][CH:11]=1.Cl.C(OCC)(=[O:21])C>C1COCC1>[F:9][C:10]1[CH:17]=[CH:16][C:13]([C:14](=[O:21])[CH2:3][C:4]([O:6][CH2:7][CH3:8])=[O:5])=[CH:12][CH:11]=1. Procedure: Under nitrogen atmosphere, 30 mL of. THF was added to 6.09 g (10 mmol, 1.0 equivalent) of (BrZnCH2COOEt.THF)2. Under argon atmosphere, a solution of 1.21 g (10 mmol) of 4-fluorobenzonitrile in 5 mL of THF was added dropwise while stirring at 0˜5° C. The mixture was stirred at 20˜25° C. for 26 hours. 15 mL of 10% hydrochloric acid was added dropwise at 20° C. or lower, and the mixture was stirred at 20˜25° C. for 1 hour, followed by dilution with ethyl acetate. Then, the layers were separated. Th... Reactants: CN(C)C=O, Oc1ccc(C(F)(F)F)cc1Cl, CS(C)(=O)=NC(=O)c1cc(F)ccc1[N+](=O)[O-], [H-], [Na+]. The product is CS(C)(=O)=NC(=O)c1cc(Oc2ccc(C(F)(F)F)cc2Cl)ccc1[N+](=O)[O-]. RXN SMILES: [CH3:32][N:33]([CH3:34])[CH:35]=[O:36].[Cl:3][c:4]1[c:5]([OH:14])[cH:6][cH:7][c:8]([C:10]([F:11])([F:12])[F:13])[cH:9]1.[F:15][c:16]1[cH:17][cH:18][c:19]([N+:29](=[O:30])[O-:31])[c:20]([C:21](=[O:22])[N:23]=[S:24](=[O:25])([CH3:26])[CH3:27])[cH:28]1.[H-:1].[Na+:2]>>[Cl:3][c:4]1[c:5]([O:14][c:16]2[cH:17][cH:18][c:19]([N+:29](=[O:30])[O-:31])[c:20]([C:21](=[O:22])[N:23]=[S:24](=[O:25])([CH3:26])[CH3:27])[cH:28]2)[cH:6][cH:7][c:8]([C:10]([F:11])([F:12])[F:13])[cH:9]1.